From a dataset of the Open Reaction Database (ORD), a public repository of structured organic reaction records. describe an organic reaction: reactants, conditions, products, and yield Product: C(CCC)SC1=C(C=C(C=C1)[N+](=O)[O-])Cl (Butyl-(2-chloro-4-nitro-phenyl)thioether). The solvent is CN(C=O)C (N,N-dimethylformamide). Procedure: A solution of 3-chloro-4-fluoro-nitrobenzene (5.0 g) and sodium sulfide (2.5 g) in N,N-dimethylformamide (30 mL) is stirred at room temperature for 1 hour and then treated with 1-iodobutane (12.6 g). The solvent is then removed under reduced pressure and the resulting residue is treated with ethyl acetate and hexanes to precipitate the inorganic salts. The solids are removed by filtration and the filtrate is reduced under reduced pressure. The resulting residue is then passed through hydrous mag... Starting materials: ClC=1C=C(C=CC1F)[N+](=O)[O-] (3-chloro-4-fluoro-nitrobenzene), [S-2].[Na+].[Na+] (sodium sulfide), ICCCC (1-iodobutane). RXN SMILES: [Cl:1][C:2]1[CH:3]=[C:4]([N+:9]([O-:11])=[O:10])[CH:5]=[CH:6][C:7]=1F.[S-2:12].[Na+].[Na+].I[CH2:16][CH2:17][CH2:18][CH3:19]>CN(C)C=O>[CH2:16]([S:12][C:7]1[CH:6]=[CH:5][C:4]([N+:9]([O-:11])=[O:10])=[CH:3][C:2]=1[Cl:1])[CH2:17][CH2:18][CH3:19] |f:1.2.3|. Reactants: O=C(OCc1ccccc1)ON1C(=O)CCC1=O, CNCc1cccc([N+](=O)[O-])c1, CCN(C(C)C)C(C)C, ClCCl. Yields the product CN(Cc1cccc([N+](=O)[O-])c1)C(=O)OCc1ccccc1. RXN SMILES: [C:1]([O:2][CH2:3][c:4]1[cH:5][cH:6][cH:7][cH:8][cH:9]1)([O:10][N:11]1[C:12](=[O:13])[CH2:14][CH2:15][C:16]1=[O:17])=[O:18].[CH3:19][NH:20][CH2:21][c:22]1[cH:23][c:24]([N+:28](=[O:29])[O-:30])[cH:25][cH:26][cH:27]1.[CH:31]([N:32]([CH2:33][CH3:34])[CH:35]([CH3:36])[CH3:37])([CH3:38])[CH3:39].[Cl:40][CH2:41][Cl:42]>>[C:1]([O:2][CH2:3][c:4]1[cH:5][cH:6][cH:7][cH:8][cH:9]1)(=[O:18])[N:20]([CH3:19])[CH2:21][c:22]1[cH:23][c:24]([N+:28](=[O:29])[O-:30])[cH:25][cH:26][cH:27]1.